This data is from the Open Reaction Database (ORD), a public repository of structured organic reaction records. The task is: describe an organic reaction: reactants, conditions, products, and yield Reactants: [H-].[H-].[H-].[H-].[Li+].[Al+3] (LAH), [Al+3].[Cl-].[Cl-].[Cl-] (AlCl3), BrC=1C=CC2=C(C(CCC(N2)=O)=O)C1 (7-bromo-3,4-dihydro-1H-1-benzazepine-2,5-dione). Run in C1CCOC1 (THF), C1CCOC1 (THF). Reaction conditions: time 15 minute. The product is BrC=1C=CC2=C(CCCCN2)C1 (7-bromo-2,3,4,5-tetrahydro-1H-1-benzazepine). The yield is 35.6%. Reaction SMILES: [H-].[H-].[H-].[H-].[Li+].[Al+3].[Al+3].[Cl-].[Cl-].[Cl-].[Br:11][C:12]1[CH:13]=[CH:14][C:15]2[NH:21][C:20](=O)[CH2:19][CH2:18][C:17](=O)[C:16]=2[CH:24]=1>C1COCC1>[Br:11][C:12]1[CH:13]=[CH:14][C:15]2[NH:21][CH2:20][CH2:19][CH2:18][CH2:17][C:16]=2[CH:24]=1 |f:0.1.2.3.4.5,6.7.8.9|. Reported procedure: To a slurry of LAH (0.14 g, 3.69 mmol) in 10 mL of THF was added AlCl3 (0.46 g, 3.45 mmol) in two portions. The mixture was stirred at rt for 15 minutes and a solution of 7-bromo-3,4-dihydro-1H-1-benzazepine-2,5-dione (0.22 g, 0.87 mmol) in 10 mL of THF was added dropwwase. The mixture was then heated at 60° C. for 12 h. The reaction was cooled and quenched. It was extracted with EtOAc. The organic solution was washed with brine, dried over MgSO4, concentrated, and chromatographed with 20-100% E... The reactants are O([Si](C)(C)C(C)(C)C)CCC1OC2=C(NC1=O)C=CC=C2 (2-(2-tert-butyldimethylsiloxyethyl)-3,4-dihydro-3-oxo-2H-1,4-benzoxazine), methanesulfonate ester, C(C1=CC=CC=C1)OC=1C=C(CO)C=CC1 (3-benzyloxybenzyl alcohol). The product is C(C1=CC=CC=C1)OC=1C=C(CN2C(C(OC3=C2C=CC=C3)CCO)=O)C=CC1 (4-(3-Benzyloxybenzyl)-3,4-dihydro-2-(2-hydroxyethyl)-3-oxo-2H-1,4-benzoxazine). Reaction SMILES: [O:1]([CH2:9][CH2:10][CH:11]1[C:16](=[O:17])[NH:15][C:14]2[CH:18]=[CH:19][CH:20]=[CH:21][C:13]=2[O:12]1)[Si](C(C)(C)C)(C)C.[CH2:22]([O:29][C:30]1[CH:31]=[C:32]([CH:35]=[CH:36][CH:37]=1)[CH2:33]O)[C:23]1[CH:28]=[CH:27][CH:26]=[CH:25][CH:24]=1>>[CH2:22]([O:29][C:30]1[CH:31]=[C:32]([CH:35]=[CH:36][CH:37]=1)[CH2:33][N:15]1[C:14]2[CH:18]=[CH:19][CH:20]=[CH:21][C:13]=2[O:12][CH:11]([CH2:10][CH2:9][OH:1])[C:16]1=[O:17])[C:23]1[CH:24]=[CH:25][CH:26]=[CH:27][CH:28]=1. Reported procedure: Prepared from 2-(2-tert-butyldimethylsiloxyethyl)-3,4-dihydro-3-oxo-2H-1,4-benzoxazine by Methods F and G, alkylating with the methanesulfonate ester of 3-benzyloxybenzyl alcohol, in 67% overall yield as a viscous liquid, after flash chromatography eluting with 30-100% EtOAc in hexane, IR (CHCl3) 3434, 2933, 1681, 1500, 1401, 1256, 1054, 751 cm-1 ; 1H NMR (CDCl3) δ 1.77 (br s, 1H plus HDO), 2.20-2.34 (m, 2H), 3.91 (t, J=5.5 Hz, 2H), 4.82 (dd, J=7.5, 5.7 Hz, 1H), 5.02 (s, 2H), 5.11 (ABq, JAB =16.... Starting materials: CCOC(C)=O, COC(=O)c1cc(N)cc(SC)c1, O=C(Cl)CCCCl, ClCCl, Cl. Product: COC(=O)c1cc(NC(=O)CCCCl)cc(SC)c1. As a reaction SMILES: [CH3:25][CH2:26][O:27][C:28]([CH3:29])=[O:30].[CH3:2][O:3][C:4]([c:5]1[cH:6][c:7]([NH2:13])[cH:8][c:9]([S:11][CH3:12])[cH:10]1)=[O:14].[Cl:15][CH2:16][CH2:17][CH2:18][C:19](=[O:20])[Cl:21].[Cl:22][CH2:23][Cl:24].[ClH:1]>>[CH3:2][O:3][C:4]([c:5]1[cH:6][c:7]([NH:13][C:19]([CH2:18][CH2:17][CH2:16][Cl:15])=[O:20])[cH:8][c:9]([S:11][CH3:12])[cH:10]1)=[O:14]. Starting materials: ClC(Cl)Cl, O=Cc1ccccc1O, CC(C)Oc1ccccc1C(O)(c1ccccc1OC(C)C)C(N)Cc1ccccc1, c1ccccc1. Product: CC(C)Oc1ccccc1C(O)(c1ccccc1OC(C)C)C(Cc1ccccc1)N=Cc1ccccc1O. As a reaction SMILES: [CH:32]([Cl:33])([Cl:34])[Cl:35].[CH:36](=[O:37])[c:38]1[cH:39][cH:40][cH:41][cH:42][c:43]1[OH:44].[NH2:1][CH:2]([C:3]([OH:4])([c:5]1[c:6]([O:11][CH:12]([CH3:13])[CH3:14])[cH:7][cH:8][cH:9][cH:10]1)[c:15]1[c:16]([O:21][CH:22]([CH3:23])[CH3:24])[cH:17][cH:18][cH:19][cH:20]1)[CH2:25][c:26]1[cH:27][cH:28][cH:29][cH:30][cH:31]1.[cH:45]1[cH:46][cH:47][cH:48][cH:49][cH:50]1>>[N:1]([CH:2]([C:3]([OH:4])([c:5]1[c:6]([O:11][CH:12]([CH3:13])[CH3:14])[cH:7][cH:8][cH:9][cH:10]1)[c:15]1[c:16]([O:21][CH:22]([CH3:23])[CH3:24])[cH:17][cH:18][cH:19][cH:20]1)[CH2:25][c:26]1[cH:27][cH:28][cH:29][cH:30][cH:31]1)=[CH:36][c:38]1[cH:39][cH:40][cH:41][cH:42][c:43]1[OH:44]. Starting materials: CC(=O)OCC1OC(n2cnc3c(Cl)nc(N)nc32)C(OC(C)=O)C1OC(C)=O, CC(C)CCON=O, CSSC, CC#N. Yields the product CSc1nc(Cl)c2ncn(C3OC(COC(C)=O)C(OC(C)=O)C3OC(C)=O)c2n1. Reaction SMILES: [C:1]([CH3:2])(=[O:3])[O:4][CH:5]1[CH:6]([n:19]2[c:20]3[n:21][c:22]([NH2:29])[n:23][c:24]([Cl:28])[c:25]3[n:26][cH:27]2)[O:7][CH:8]([CH2:14][O:15][C:16]([CH3:17])=[O:18])[CH:9]1[O:10][C:11]([CH3:12])=[O:13].[CH2:30]([O:31][N:32]=[O:33])[CH2:34][CH:35]([CH3:36])[CH3:37].[CH3:38][S:39][S:40][CH3:41].[CH3:42][C:43]#[N:44]>>[C:1]([CH3:2])(=[O:3])[O:4][CH:5]1[CH:6]([n:19]2[c:20]3[n:21][c:22]([S:39][CH3:38])[n:23][c:24]([Cl:28])[c:25]3[n:26][cH:27]2)[O:7][CH:8]([CH2:14][O:15][C:16]([CH3:17])=[O:18])[CH:9]1[O:10][C:11]([CH3:12])=[O:13]. Starting materials: C1CCOC1, CCCN1C(=O)N(Cc2ccc(C)cc2)C(=O)C1CCCc1ccc(OC)cc1. Product: CCCN1C(=O)N(Cc2ccc(C)cc2)CC1CCCc1ccc(OC)cc1. Reaction SMILES: [CH2:30]1[O:31][CH2:32][CH2:33][CH2:34]1.[CH3:1][O:2][c:3]1[cH:4][cH:5][c:6]([CH2:9][CH2:10][CH2:11][CH:12]2[C:13](=[O:29])[N:14]([CH2:21][c:22]3[cH:23][cH:24][c:25]([CH3:28])[cH:26][cH:27]3)[C:15](=[O:20])[N:16]2[CH2:17][CH2:18][CH3:19])[cH:7][cH:8]1>>[CH3:1][O:2][c:3]1[cH:4][cH:5][c:6]([CH2:9][CH2:10][CH2:11][CH:12]2[CH2:13][N:14]([CH2:21][c:22]3[cH:23][cH:24][c:25]([CH3:28])[cH:26][cH:27]3)[C:15](=[O:20])[N:16]2[CH2:17][CH2:18][CH3:19])[cH:7][cH:8]1. Reactants: C(C)(C)(C)C=1C=C(C(=O)Cl)C=CC1OC (3-tert-butyl-4-methoxybenzoyl chloride), OCC1=CC=C(S1)C(=O)OCC=C (allyl 5-hydroxymethyl -2-thiophenecarboxylate), allyl ester. The product is C(C)(C)(C)C=1C=C(C(=O)OCC2=CC=C(S2)C(=O)OCC=C)C=CC1OC (Allyl 5-(3-tert-butyl-4-methoxybenzoyloxymethyl) -2-thiophenecarboxylate). As a reaction SMILES: [C:1]([C:5]1[CH:6]=[C:7]([CH:11]=[CH:12][C:13]=1[O:14][CH3:15])[C:8](Cl)=[O:9])([CH3:4])([CH3:3])[CH3:2].[OH:16][CH2:17][C:18]1[S:22][C:21]([C:23]([O:25][CH2:26][CH:27]=[CH2:28])=[O:24])=[CH:20][CH:19]=1>>[C:1]([C:5]1[CH:6]=[C:7]([CH:11]=[CH:12][C:13]=1[O:14][CH3:15])[C:8]([O:16][CH2:17][C:18]1[S:22][C:21]([C:23]([O:25][CH2:26][CH:27]=[CH2:28])=[O:24])=[CH:20][CH:19]=1)=[O:9])([CH3:4])([CH3:3])[CH3:2]. Reported procedure: In a manner similar to Example 1(d), by reaction of 1.6 g (7 mmol) of 3-tert-butyl-4-methoxybenzoyl chloride with 1.4 g (7 mmol) of allyl 5-hydroxymethyl -2-thiophenecarboxylate, 1.5 g (55%) of allyl ester are obtained in the form of a slightly yellow oil.